Dataset: the Open Reaction Database (ORD), a public repository of structured organic reaction records. Task: describe an organic reaction: reactants, conditions, products, and yield The reactants are BrC1=NC(=CC=C1)C=1N=NN(C1)C (2-bromo-6-(1-methyl-1H-1,2,3-triazol-4-yl)pyridine), NC=1SC(=CC1C(=O)N)C1=C(C=C(C=C1F)C(C)(C)O)F (2-amino-5-[2,6-difluoro-4-(1-hydroxy-1-methylethyl)phenyl]thiophene-3-carboxamide). The product is FC1=C(C(=CC(=C1)C(C)(C)O)F)C1=CC(=C(S1)NC1=NC(=CC=C1)C=1N=NN(C1)C)C(=O)N (5-[2,6-Difluoro-4-(1-hydroxy-1-methylethyl)phenyl]-2-{[6-(1-methyl-1H-1,2,3-triazol-4-yl)pyridin-2-yl]amino}thiophene-3-carboxamide). Reaction SMILES: Br[C:2]1[CH:7]=[CH:6][CH:5]=[C:4]([C:8]2[N:9]=[N:10][N:11]([CH3:13])[CH:12]=2)[N:3]=1.[NH2:14][C:15]1[S:16][C:17]([C:23]2[C:28]([F:29])=[CH:27][C:26]([C:30]([OH:33])([CH3:32])[CH3:31])=[CH:25][C:24]=2[F:34])=[CH:18][C:19]=1[C:20]([NH2:22])=[O:21]>>[F:34][C:24]1[CH:25]=[C:26]([C:30]([OH:33])([CH3:32])[CH3:31])[CH:27]=[C:28]([F:29])[C:23]=1[C:17]1[S:16][C:15]([NH:14][C:2]2[CH:7]=[CH:6][CH:5]=[C:4]([C:8]3[N:9]=[N:10][N:11]([CH3:13])[CH:12]=3)[N:3]=2)=[C:19]([C:20]([NH2:22])=[O:21])[CH:18]=1. Procedure: The title compound was synthesized from 2-bromo-6-(1-methyl-1H-1,2,3-triazol-4-yl)pyridine (96 mg, 0.40 mmol) and 2-amino-5-[2,6-difluoro-4-(1-hydroxy-1-methylethyl)phenyl]thiophene-3-carboxamide (125 mg, 0.40 mmol) according to the general procedure in Example 1. Isolated yield 29.6%. Solvent: CN(C=O)C (N,N-dimethylformamide), O (water), ClCCl (dichloromethane). Reaction SMILES: [O:1]=[C:2]1[C:6]2([CH2:11][CH2:10][NH:9][CH2:8][CH2:7]2)[N:5]([C:12]2[CH:17]=[CH:16][CH:15]=[CH:14][CH:13]=2)[CH2:4][N:3]1[C@H:18]([C:23]1[CH:28]=[CH:27][CH:26]=[CH:25][CH:24]=1)[C:19]([O:21][CH3:22])=[O:20].I[CH2:30][CH2:31][CH2:32][N:33]1[C:37]2[CH:38]=[CH:39][CH:40]=[CH:41][C:36]=2[NH:35][C:34]1=[O:42].C(=O)([O-])[O-].[K+].[K+].CO>CN(C)C=O.ClCCl.O>[O:1]=[C:2]1[C:6]2([CH2:7][CH2:8][N:9]([CH2:30][CH2:31][CH2:32][N:33]3[C:37]4[CH:38]=[CH:39][CH:40]=[CH:41][C:36]=4[NH:35][C:34]3=[O:42])[CH2:10][CH2:11]2)[N:5]([C:12]2[CH:17]=[CH:16][CH:15]=[CH:14][CH:13]=2)[CH2:4][N:3]1[C@H:18]([C:23]1[CH:24]=[CH:25][CH:26]=[CH:27][CH:28]=1)[C:19]([O:21][CH3:22])=[O:20] |f:2.3.4|. Run at temperature 65 celsius. The reactants are CO (methanol), O=C1N(CN(C12CCNCC2)C2=CC=CC=C2)[C@@H](C(=O)OC)C2=CC=CC=C2 ((R)-methyl 2-(4-oxo-1-phenyl-1,3,8-triazaspiro[4.5]decan-3-yl)-2-phenylacetate), ICCCN1C(NC2=C1C=CC=C2)=O (1-(3-iodopropyl)-1,3-dihydro-2H-benzimidazol-2-one), C([O-])([O-])=O.[K+].[K+] (potassium carbonate). Yields the product O=C1N(CN(C12CCN(CC2)CCCN2C(NC1=C2C=CC=C1)=O)C1=CC=CC=C1)[C@@H](C(=O)OC)C1=CC=CC=C1 ((R)-methyl 2-(4-oxo-8-(3-(2-oxo-2,3-dihydro-1H-benzo[d]imidazol-1-yl)propyl)-1-phenyl-1,3,8-triazaspiro[4.5]decan-3-yl)-2-phenylacetate). Procedure: A mixture of (R)-methyl 2-(4-oxo-1-phenyl-1,3,8-triazaspiro[4.5]decan-3-yl)-2-phenylacetate (355 mg, 0.854 mmol, 1 equiv), 1-(3-iodopropyl)-1,3-dihydro-2H-benzimidazol-2-one (258.06 mg, 0.854 mmol, 1 equiv) and potassium carbonate (354.1 mg, 2.562 mmol, 3 equiv) in N,N-dimethylformamide was heated at 65° C. for 16 h. The reaction was cooled to ambient temperature and worked up using 5% methanol in dichloromethane and water. The organic layer was dried over MgSO4, and concentrated in vacuo. The c... The reactants are COCCO[AlH2-]OCCOC, Cc1ccccc1, CCCN(CC1CC1)C(=O)c1c(C(F)(F)F)nc2n(-c3c(C)cc(C)cc3C)c(Cl)cn12, [Na+]. The product is CCCN(Cc1c(C(F)(F)F)nc2n(-c3c(C)cc(C)cc3C)c(Cl)cn12)CC1CC1. As a reaction SMILES: [CH3:34][O:35][CH2:36][CH2:37][O:38][AlH2-:39][O:40][CH2:41][CH2:42][O:43][CH3:44].[CH3:45][c:46]1[cH:47][cH:48][cH:49][cH:50][cH:51]1.[CH:1]1([CH2:4][N:5]([C:6](=[O:7])[c:8]2[c:9]([C:26]([F:27])([F:28])[F:29])[n:10][c:11]3[n:12]2[cH:13][c:14]([Cl:25])[n:15]3-[c:16]2[c:17]([CH3:24])[cH:18][c:19]([CH3:23])[cH:20][c:21]2[CH3:22])[CH2:30][CH2:31][CH3:32])[CH2:2][CH2:3]1.[Na+:33]>>[CH:1]1([CH2:4][N:5]([CH2:6][c:8]2[c:9]([C:26]([F:27])([F:28])[F:29])[n:10][c:11]3[n:12]2[cH:13][c:14]([Cl:25])[n:15]3-[c:16]2[c:17]([CH3:24])[cH:18][c:19]([CH3:23])[cH:20][c:21]2[CH3:22])[CH2:30][CH2:31][CH3:32])[CH2:2][CH2:3]1. Starting materials: ClCC(=O)C1=CC=2CC3=CC(=CC=C3OC2C=C1)C(CCl)=O (2,7-bis(2-chloroacetyl)xanthene), [I-].[K+] (potassium iodide), C(C)NCC (diethylamine). The solvent is O1CCCC1 (tetrahydrofuran). Conditions: time 7 day. The product is Cl.Cl.C(C)N(CC(=O)C1=CC=2CC3=CC(=CC=C3OC2C=C1)C(CN(CC)CC)=O)CC (2,7-BIS(2-DIETHYLAMINOACETYL)XANTHENE DIHYDROCHLORIDE). As a reaction SMILES: [CH2:1]([NH:3][CH2:4][CH3:5])[CH3:2].[Cl:6][CH2:7][C:8]([C:10]1[CH:23]=[CH:22][C:21]2[O:20][C:19]3[C:14](=[CH:15][C:16]([C:24](=[O:27])[CH2:25]Cl)=[CH:17][CH:18]=3)[CH2:13][C:12]=2[CH:11]=1)=[O:9].[I-].[K+]>O1CCCC1>[ClH:6].[ClH:6].[CH2:1]([N:3]([CH2:4][CH3:5])[CH2:7][C:8]([C:10]1[CH:23]=[CH:22][C:21]2[O:20][C:19]3[C:14](=[CH:15][C:16]([C:24](=[O:27])[CH2:25][N:3]([CH2:4][CH3:5])[CH2:1][CH3:2])=[CH:17][CH:18]=3)[CH2:13][C:12]=2[CH:11]=1)=[O:9])[CH3:2] |f:2.3,5.6.7|. Reported procedure: To a solution of 200 ml. of diethylamine in 500 ml. of tetrahydrofuran were added 33.5 g (0.10 mole) of 2,7-bis(2-chloroacetyl)xanthene and 2 g of potassium iodide with warming. The reaction mixture was allowed to stand for 7 days then filtered and the filtrate was concentrated. The residual concentrate was dissolved in tetrahydrofuran, filtered, and the filtrate acidified with ethereal HCl to Congo Red. The resulting precipitate was filtered, recrystallized from diethyl ether, ethanol, and buta... The reactants are O=C([O-])[O-], Nc1ccc(OCc2ccccc2)cc1, CN1CCCC1=O, O=[N+]([O-])c1cccnc1Cl, Cl, [Cs+], [Cs+]. The product is O=[N+]([O-])c1cccnc1Nc1ccc(OCc2ccccc2)cc1. Reaction SMILES: [C:27](=[O:28])([O-:29])[O-:30].[CH2:12]([c:13]1[cH:14][cH:15][cH:16][cH:17][cH:18]1)[O:19][c:20]1[cH:21][cH:22][c:23]([NH2:24])[cH:25][cH:26]1.[CH3:33][N:34]1[CH2:35][CH2:36][CH2:37][C:38]1=[O:39].[Cl:1][c:2]1[n:3][cH:4][cH:5][cH:6][c:7]1[N+:8](=[O:9])[O-:10].[ClH:11].[Cs+:31].[Cs+:32]>>[c:2]1([NH:24][c:23]2[cH:22][cH:21][c:20]([O:19][CH2:12][c:13]3[cH:14][cH:15][cH:16][cH:17][cH:18]3)[cH:26][cH:25]2)[n:3][cH:4][cH:5][cH:6][c:7]1[N+:8](=[O:9])[O-:10].